Dataset: the Open Reaction Database (ORD), a public repository of structured organic reaction records. Task: describe an organic reaction: reactants, conditions, products, and yield Starting materials: O=[N+]([O-])c1cc[nH]n1, OCC1(OC2CCCCO2)CC1, CC(C)OC(=O)N=NC(=O)OC(C)C, C1CCOC1, c1ccc(P(c2ccccc2)c2ccccc2)cc1. Yields the product O=[N+]([O-])c1ccn(CC2(OC3CCCCO3)CC2)n1. RXN SMILES: [N+:13](=[O:14])([O-:15])[c:16]1[n:17][nH:18][cH:19][cH:20]1.[O:1]1[CH:2]([O:7][C:8]2([CH2:11][OH:12])[CH2:9][CH2:10]2)[CH2:3][CH2:4][CH2:5][CH2:6]1.[O:40]=[C:41]([O:42][CH:43]([CH3:44])[CH3:45])[N:46]=[N:47][C:48]([O:49][CH:50]([CH3:51])[CH3:52])=[O:53].[O:54]1[CH2:55][CH2:56][CH2:57][CH2:58]1.[c:21]1([P:22]([c:23]2[cH:24][cH:25][cH:26][cH:27][cH:28]2)[c:29]2[cH:30][cH:31][cH:32][cH:33][cH:34]2)[cH:35][cH:36][cH:37][cH:38][cH:39]1>>[O:1]1[CH:2]([O:7][C:8]2([CH2:11][n:18]3[n:17][c:16]([N+:13](=[O:14])[O-:15])[cH:20][cH:19]3)[CH2:9][CH2:10]2)[CH2:3][CH2:4][CH2:5][CH2:6]1. Starting materials: C1(CCCC1)OC1=CC=C(C=C1)N(C(=O)NC1=CC=C(C=C1)N(C)CCO)CC(OC)OC (1-(4-cyclopentyloxyphenyl)-1-(2,2-dimethoxyethyl)-3-{4-[(2-hydroxyethyl)methylamino]phenyl}urea), FC(C(=O)O)(F)F (trifluoroacetic acid). Run in O (water), CN(C=O)C (dimethyl-formamide). Conditions: time 48 hour. Yields the product C1(CCCC1)OC1=CC=C(C=C1)N1C(N(C=C1)C1=CC=C(C=C1)N(C)CCO)=O (1-(4-Cyclopentyloxyphenyl)-3-{4-[(2-hydroxyethyl)methylamino]phenyl}-1,3-dihydroimidazol-2-one). As a reaction SMILES: [CH:1]1([O:6][C:7]2[CH:12]=[CH:11][C:10]([N:13]([CH2:28][CH:29](OC)OC)[C:14]([NH:16][C:17]3[CH:22]=[CH:21][C:20]([N:23]([CH2:25][CH2:26][OH:27])[CH3:24])=[CH:19][CH:18]=3)=[O:15])=[CH:9][CH:8]=2)[CH2:5][CH2:4][CH2:3][CH2:2]1.FC(F)(F)C(O)=O>CN(C)C=O.O>[CH:1]1([O:6][C:7]2[CH:12]=[CH:11][C:10]([N:13]3[CH:28]=[CH:29][N:16]([C:17]4[CH:22]=[CH:21][C:20]([N:23]([CH2:25][CH2:26][OH:27])[CH3:24])=[CH:19][CH:18]=4)[C:14]3=[O:15])=[CH:9][CH:8]=2)[CH2:2][CH2:3][CH2:4][CH2:5]1. Reported procedure: A solution of 1-(4-cyclopentyloxyphenyl)-1-(2,2-dimethoxyethyl)-3-{4-[(2-hydroxyethyl)methylamino]phenyl}urea (0.4 g) in dimethyl-formamide (6 mL) was mixed with trifluoroacetic acid (2 mL) and left to stand for 48 hours. The mixture was diluted with water and extracted with ethyl acetate. The organic phase was washed with water and sodium carbonate solution, dried and concentrated. The product with the molecular weight of 393.49 (C23H27N3O3); MS (ESI): 394 ([M+H]+), was obtained in this way.